Dataset: the Open Reaction Database (ORD), a public repository of structured organic reaction records. Task: describe an organic reaction: reactants, conditions, products, and yield The reactants are O=C([O-])O, CI, [K+], CN(C)C=O, O=C(O)C1(c2cccs2)CCC1. The product is COC(=O)C1(c2cccs2)CCC1. Reaction SMILES: [C:15](=[O:16])([O-:17])[OH:18].[CH3:13][I:14].[K+:19].[O:20]=[CH:21][N:22]([CH3:23])[CH3:24].[s:1]1[c:2]([C:6]2([C:10](=[O:11])[OH:12])[CH2:7][CH2:8][CH2:9]2)[cH:3][cH:4][cH:5]1>>[s:1]1[c:2]([C:6]2([C:10](=[O:11])[O:12][CH3:15])[CH2:7][CH2:8][CH2:9]2)[cH:3][cH:4][cH:5]1. Starting materials: NC1=C(C(=NC=C1)C(C)C)Cl (4-amino-3-chloro-2-isopropylpyridine), C1(=CC=CC=C1)C1CCC(CC1)=O (4-phenylcyclohexanone). Product: ClC=1C(=NC=CC1N[C@@H]1CC[C@@H](CC1)C1=CC=CC=C1)C(C)C (3-Chloro-2-isopropyl-4-(cis-4-phenylcyclohexylamino)pyridine). Yield: 26.6%. As a reaction SMILES: [NH2:1][C:2]1[CH:7]=[CH:6][N:5]=[C:4]([CH:8]([CH3:10])[CH3:9])[C:3]=1[Cl:11].[C:12]1([CH:18]2[CH2:23][CH2:22][C:21](=O)[CH2:20][CH2:19]2)[CH:17]=[CH:16][CH:15]=[CH:14][CH:13]=1>>[Cl:11][C:3]1[C:4]([CH:8]([CH3:9])[CH3:10])=[N:5][CH:6]=[CH:7][C:2]=1[NH:1][C@H:21]1[CH2:20][CH2:19][C@@H:18]([C:12]2[CH:17]=[CH:16][CH:15]=[CH:14][CH:13]=2)[CH2:23][CH2:22]1. Reported procedure: Was prepared analogously to Example 75 starting from 4-amino-3-chloro-2-isopropylpyridine and 4-phenylcyclohexanone. Yield: 26.6%